This data is from the Open Reaction Database (ORD), a public repository of structured organic reaction records. The task is: describe an organic reaction: reactants, conditions, products, and yield Procedure details: In a 50-mL egg plant-type flask, aqueous 5 N sodium hydroxide solution (1.3 mL, 6.5 mmol) was added to a THF (5 mL)-methanol (5 mL) mixed solution of methyl 1-methyl-3-phenyl-1H-indazole-6-carboxylate (604 mg, 22 mmol), and stirred overnight at 60° C. With cooling with ice, aqueous 5 N hydrochloric acid solution (1.3 mL, 6.5 mmol) was added to the reaction solution, and concentrated to obtain a mixture of the title compound with salt, as a colorless solid. Starting materials: Cl (hydrochloric acid), [OH-].[Na+] (sodium hydroxide), C1CCOC1 (THF), CN1N=C(C2=CC=C(C=C12)C(=O)OC)C1=CC=CC=C1 (methyl 1-methyl-3-phenyl-1H-indazole-6-carboxylate). Yields the product CN1N=C(C2=CC=C(C=C12)C(=O)O)C1=CC=CC=C1 (1-Methyl-3-phenyl-1H-indazole-6-carboxylic acid). Conditions: temperature 60 celsius, time 8 hour. As a reaction SMILES: [OH-].[Na+].C1COCC1.[CH3:8][N:9]1[C:17]2[C:12](=[CH:13][CH:14]=[C:15]([C:18]([O:20]C)=[O:19])[CH:16]=2)[C:11]([C:22]2[CH:27]=[CH:26][CH:25]=[CH:24][CH:23]=2)=[N:10]1.Cl>CO>[CH3:8][N:9]1[C:17]2[C:12](=[CH:13][CH:14]=[C:15]([C:18]([OH:20])=[O:19])[CH:16]=2)[C:11]([C:22]2[CH:27]=[CH:26][CH:25]=[CH:24][CH:23]=2)=[N:10]1 |f:0.1|. Solvent: CO (methanol). Starting materials: CO, COC(=O)CCCCc1nc(-c2ccccc2OC)no1, [Na+], [OH-]. Product: COc1ccccc1-c1noc(CCCCC(=O)O)n1. As a reaction SMILES: [CH3:24][OH:25].[CH3:3][O:4][C:5]([CH2:6][CH2:7][CH2:8][CH2:9][c:10]1[n:11][c:12](-[c:15]2[c:16]([O:21][CH3:22])[cH:17][cH:18][cH:19][cH:20]2)[n:13][o:14]1)=[O:23].[Na+:2].[OH-:1]>>[O:4]=[C:5]([CH2:6][CH2:7][CH2:8][CH2:9][c:10]1[n:11][c:12](-[c:15]2[c:16]([O:21][CH3:22])[cH:17][cH:18][cH:19][cH:20]2)[n:13][o:14]1)[OH:23].